Dataset: the Open Reaction Database (ORD), a public repository of structured organic reaction records. Task: describe an organic reaction: reactants, conditions, products, and yield Reactants: FC(C1=NOCC1CC1N=C(CCCC1)OC)(F)F (2-[[4,5-dihydro-3-(trifluoromethyl)isoxazol-4-yl]methyl]-3,4,5,6-tetrahydro-7-methoxy-2H-azepine), [Cl-].[NH4+] (ammonium chloride). Product: Cl.FC(C1=NOCC1CC1CCCCC(N1)=N)(F)F (7-[[4,5-dihydro-3-(trifluoromethyl)isoxazol-4-yl]methyl]hexahydro-2H-azepin-2-imine, monohydrochloride). As a reaction SMILES: [F:1][C:2]([F:19])([F:18])[C:3]1[CH:7]([CH2:8][CH:9]2[CH2:15][CH2:14][CH2:13][CH2:12][C:11](OC)=[N:10]2)[CH2:6][O:5][N:4]=1.[Cl-:20].[NH4+:21]>>[ClH:20].[F:1][C:2]([F:19])([F:18])[C:3]1[CH:7]([CH2:8][CH:9]2[NH:10][C:11](=[NH:21])[CH2:12][CH2:13][CH2:14][CH2:15]2)[CH2:6][O:5][N:4]=1 |f:1.2,3.4|. Procedure: The title product of Example 117 is reacted with ammonium chloride by the method of Example 5 to generate the title compound. Reactants: Brc1n[nH]c2ncccc12, C1CCOC1, Cc1ccc(S(=O)(=O)Cl)cc1, [H-], [Na+]. Yields the product Cc1ccc(S(=O)(=O)n2nc(Br)c3cccnc32)cc1. RXN SMILES: [Br:3][c:4]1[n:5][nH:6][c:7]2[n:8][cH:9][cH:10][cH:11][c:12]12.[CH2:24]1[O:25][CH2:26][CH2:27][CH2:28]1.[CH3:13][c:14]1[cH:15][cH:16][c:17]([S:20](=[O:21])(=[O:22])[Cl:23])[cH:18][cH:19]1.[H-:2].[Na+:1]>>[Br:3][c:4]1[n:5][n:6]([S:20]([c:17]2[cH:16][cH:15][c:14]([CH3:13])[cH:19][cH:18]2)(=[O:21])=[O:22])[c:7]2[n:8][cH:9][cH:10][cH:11][c:12]12. Starting materials: NCCNCCC[Si](OC)(OC)OC (3-(2-aminoethylamino)propyltrimethoxysilane), C(CCCCCCCCCCCCCCCCC)N=C=O (octadecylisocyanate). Procedure: To 22.2 g (0.10 mole) of 3-(2-aminoethylamino)propyltrimethoxysilane under nitrogen was added 29.5 g (0.10 mole) of octadecylisocyanate over a 45 min. period. The reaction temperature rose to ca. 70° C. Upon cooling to ambient temperature, the product solidified to a white wax. IR (neat film) 3300, 2900, 1620, 1570, 1470, 1090 cm-1. NMR (CDCl3) 0.4-1.0 (m; 5H), 1.1-2.0 (m; 34H), 2.4-2.8 (m; 2H), 2.9-3.4 (m; 7H), 3.55 (s; 9H), 5.5 (br s; 2H) ppm. Reaction SMILES: [NH2:1][CH2:2][CH2:3][NH:4][CH2:5][CH2:6][CH2:7][Si:8]([O:13][CH3:14])([O:11][CH3:12])[O:9][CH3:10].[CH2:15]([N:33]=[C:34]=[O:35])[CH2:16][CH2:17][CH2:18][CH2:19][CH2:20][CH2:21][CH2:22][CH2:23][CH2:24][CH2:25][CH2:26][CH2:27][CH2:28][CH2:29][CH2:30][CH2:31][CH3:32]>>[CH2:15]([NH:33][C:34]([NH:1][CH2:2][CH2:3][NH:4][CH2:5][CH2:6][CH2:7][Si:8]([O:13][CH3:14])([O:9][CH3:10])[O:11][CH3:12])=[O:35])[CH2:16][CH2:17][CH2:18][CH2:19][CH2:20][CH2:21][CH2:22][CH2:23][CH2:24][CH2:25][CH2:26][CH2:27][CH2:28][CH2:29][CH2:30][CH2:31][CH3:32]. Yields the product C(CCCCCCCCCCCCCCCCC)NC(=O)NCCNCCC[Si](OC)(OC)OC (N-Octadecyl-N'-2-(3-Trimethoxysilylpropylamino)Ethyl Urea). The reactants are ClCCl, O=S(Cl)Cl, OCCCCCCc1cncnc1. Product: ClCCCCCCc1cncnc1. Reaction SMILES: [Cl:18][CH2:19][Cl:20].[S:14]([Cl:15])([Cl:16])=[O:17].[n:1]1[cH:2][n:3][cH:4][c:5]([CH2:7][CH2:8][CH2:9][CH2:10][CH2:11][CH2:12][OH:13])[cH:6]1>>[n:1]1[cH:2][n:3][cH:4][c:5]([CH2:7][CH2:8][CH2:9][CH2:10][CH2:11][CH2:12][Cl:16])[cH:6]1. Reactants: [Ag+], CCCC12CCC(=O)C=C1c1c(cc(OC)c(Cl)c1Cl)C2Br, COCCO, O=[N+]([O-])[O-], O. Product: CCCC12CCC(=O)C=C1c1c(cc(OC)c(Cl)c1Cl)C2O. RXN SMILES: [Ag+:33].[Br:1][CH:2]1[c:3]2[cH:4][c:5]([O:21][CH3:22])[c:6]([Cl:20])[c:7]([Cl:19])[c:8]2[C:9]2=[CH:10][C:11](=[O:18])[CH2:12][CH2:13][C:14]12[CH2:15][CH2:16][CH3:17].[CH3:23][O:24][CH2:25][CH2:26][OH:27].[N+:29]([O-:30])([O-:31])=[O:32].[OH2:28]>>[CH:2]1([OH:24])[c:3]2[cH:4][c:5]([O:21][CH3:22])[c:6]([Cl:20])[c:7]([Cl:19])[c:8]2[C:9]2=[CH:10][C:11](=[O:18])[CH2:12][CH2:13][C:14]12[CH2:15][CH2:16][CH3:17]. The reactants are ClC=1C(=NC=C(C1)B1OC(C(O1)(C)C)(C)C)C1CC1 (3-Chloro-2-cyclopropyl-5-(4,4,5,5-tetramethyl-1,3,2-dioxaborolan-2-yl)pyridine), S(=O)(=O)(O[O-])[O-].[K+].[K+] (potassium peroxymonosulfate). Run in CC(=O)C (acetone), CC(C)(C)OC (TBME), O (water). Run at temperature 0 celsius, time 1 hour. Product: ClC=1C=C(C=NC1C1CC1)O (5-Chloro-6-cyclopropylpyridin-3-ol). Isolated yield 41.4%. RXN SMILES: [Cl:1][C:2]1[C:3]([CH:17]2[CH2:19][CH2:18]2)=[N:4][CH:5]=[C:6](B2OC(C)(C)C(C)(C)O2)[CH:7]=1.S([O-])(O[O-])(=O)=[O:21].[K+].[K+]>CC(C)=O.O.CC(OC)(C)C>[Cl:1][C:2]1[CH:7]=[C:6]([OH:21])[CH:5]=[N:4][C:3]=1[CH:17]1[CH2:19][CH2:18]1 |f:1.2.3|. Procedure details: 3-Chloro-2-cyclopropyl-5-(4,4,5,5-tetramethyl-1,3,2-dioxaborolan-2-yl)pyridine (Preparation 41, 3.092 mmol assuming 100% in previous step) was dissolved in acetone (10.0 mL) and cooled to 0° C. with an ice bath. Then potassium peroxymonosulfate (2.55 g, 4.15 mmol) in water (10.0 mL) was added dropwise to the mixture and stirred at this temperature for 1 hour. The reaction was then diluted in TBME (25.0 mL) and washed with brine (3×25.0 mL). The organic layer was then dried over sodium sulfate, f... Reactants: C1(=CC=CC=C1)CCCCC1=C(C=CC=C1)O (2-(4-phenylbutyl)phenol), [H-].[Na+] (sodium hydride), Cl.C(C)N(CCCl)CC (2-diethylaminoethyl chloride hydrochloride). The solvent is CC(=O)N(C)C (dimethylacetamide). Product: C(C)N(CC)CCOC1=C(C=CC=C1)CCCCC1=CC=CC=C1 (N,N-Diethyl-2-[2-(4-phenylbutyl)phenoxy]ethylamine). Yield: 98.2%. Reaction SMILES: [C:1]1([CH2:7][CH2:8][CH2:9][CH2:10][C:11]2[CH:16]=[CH:15][CH:14]=[CH:13][C:12]=2[OH:17])[CH:6]=[CH:5][CH:4]=[CH:3][CH:2]=1.[H-].[Na+].Cl.[CH2:21]([N:23]([CH2:27][CH3:28])[CH2:24][CH2:25]Cl)[CH3:22]>CC(N(C)C)=O>[CH2:21]([N:23]([CH2:27][CH2:28][O:17][C:12]1[CH:13]=[CH:14][CH:15]=[CH:16][C:11]=1[CH2:10][CH2:9][CH2:8][CH2:7][C:1]1[CH:2]=[CH:3][CH:4]=[CH:5][CH:6]=1)[CH2:24][CH3:25])[CH3:22] |f:1.2,3.4|. Reported procedure: Following a procedure similar to that described in Example 2, 340 mg of 2-(4-phenylbutyl)phenol (prepared as described in Preparation 3), 140 mg of sodium hydride (as a 55% w/w dispersion in mineral oil) and 310 mg of 2-diethylaminoethyl chloride hydrochloride were reacted in 20 ml of dimethylacetamide. The crude product, extracted following the procedure of Example 2, was purified by column chromatography through silica gel, using a 30:1 by volume mixture of methylene chloride and methanol as t...